From a dataset of the Open Reaction Database (ORD), a public repository of structured organic reaction records. describe an organic reaction: reactants, conditions, products, and yield The reactants are C(C)(C)(C)OC(NC1=CC=C(C=C1)C1CNS(NC1)(=O)=O)=O ([4-(1,1-Dioxo-1λ6-[1,2,6]thiadiazinan-4-yl)-phenyl]-carbamic acid tert-butyl ester), C1CC(=O)N(C1=O)Br (NBS). Solvent: C(=O)(C(F)(F)F)O (TFA). Reaction conditions: time 30 minute. The product is BrC1=C(C=CC(=C1)C1CNS(NC1)(=O)=O)N (2-Bromo-4-(1,1-dioxo-1λ6-[1,2,6]thiadiazinan-4-yl)-phenylamine). Yield: 52.0%. Reaction SMILES: C(OC(=O)[NH:7][C:8]1[CH:13]=[CH:12][C:11]([CH:14]2[CH2:19][NH:18][S:17](=[O:21])(=[O:20])[NH:16][CH2:15]2)=[CH:10][CH:9]=1)(C)(C)C.C1C(=O)N([Br:30])C(=O)C1>C(O)(C(F)(F)F)=O>[Br:30][C:9]1[CH:10]=[C:11]([CH:14]2[CH2:19][NH:18][S:17](=[O:21])(=[O:20])[NH:16][CH2:15]2)[CH:12]=[CH:13][C:8]=1[NH2:7]. Procedure: [4-(1,1-Dioxo-1λ6-[1,2,6]thiadiazinan-4-yl)-phenyl]-carbamic acid tert-butyl ester (as prepared in the previous step, 100 mg, 0.305 mmol) was dissolved in TFA (1 mL). The resulting solution was stirred at RT for 30 min and concentrated in vacuo. The residue obtained (74.3 mg) was dried in vacuo for 1 h and dissolved in HOAc (2 mL). The resulting mixture was cooled to 0° C. and NBS (42.6 mg, 0.239 mmol) was added. The resulting mixture was stirred for 30 min, washed with aq NaHCO3 (2 mL) and conc... Starting materials: [Si](C)(C)(C(C)(C)C)O[C@H]1[C@@H](O[C@@H]([C@H]1O[Si](C)(C)C(C)(C)C)CO[Si](C)(C)C(C)(C)C)N1C(=NC=2C(N)=NC=NC12)NCC1=CC(=C(C=C1)C1=CC=CC=C1)O (2′,3′,5′-tris-O-(tert-butyl-dimethylsilyl)-8-(2-hydroxybiphenyl-4-ylmethylamino)-adenosine), C([O-])([O-])=O.[K+].[K+] (potassium carbonate), BrCCCCl (1-bromo-3-chloropropane). Run in CN(C=O)C (N,N-dimethylformamide). Reaction conditions: temperature 40 celsius, time 42 hour. Product: [Si](C)(C)(C(C)(C)C)O[C@H]1[C@@H](O[C@@H]([C@H]1O[Si](C)(C)C(C)(C)C)CO[Si](C)(C)C(C)(C)C)N1C(=NC=2C(N)=NC=NC12)NCC1=CC(=C(C=C1)C1=CC=CC=C1)OCCCCl (2′,3′,5′-Tris-O-(tert-butyldimethylsilyl)-8-[2-(3-chloro-propoxy)biphenyl-4-ylmethylamino]adenosine). Reaction SMILES: [Si:1]([O:8][C@@H:9]1[C@H:13]([O:14][Si:15]([C:18]([CH3:21])([CH3:20])[CH3:19])([CH3:17])[CH3:16])[C@@H:12]([CH2:22][O:23][Si:24]([C:27]([CH3:30])([CH3:29])[CH3:28])([CH3:26])[CH3:25])[O:11][C@H:10]1[N:31]1[C:40]2[N:39]=[CH:38][N:37]=[C:35]([NH2:36])[C:34]=2[N:33]=[C:32]1[NH:41][CH2:42][C:43]1[CH:48]=[CH:47][C:46]([C:49]2[CH:54]=[CH:53][CH:52]=[CH:51][CH:50]=2)=[C:45]([OH:55])[CH:44]=1)([C:4]([CH3:7])([CH3:6])[CH3:5])([CH3:3])[CH3:2].C(=O)([O-])[O-].[K+].[K+].Br[CH2:63][CH2:64][CH2:65][Cl:66]>CN(C)C=O>[Si:1]([O:8][C@@H:9]1[C@H:13]([O:14][Si:15]([C:18]([CH3:19])([CH3:20])[CH3:21])([CH3:16])[CH3:17])[C@@H:12]([CH2:22][O:23][Si:24]([C:27]([CH3:28])([CH3:29])[CH3:30])([CH3:25])[CH3:26])[O:11][C@H:10]1[N:31]1[C:40]2[N:39]=[CH:38][N:37]=[C:35]([NH2:36])[C:34]=2[N:33]=[C:32]1[NH:41][CH2:42][C:43]1[CH:48]=[CH:47][C:46]([C:49]2[CH:50]=[CH:51][CH:52]=[CH:53][CH:54]=2)=[C:45]([O:55][CH2:63][CH2:64][CH2:65][Cl:66])[CH:44]=1)([C:4]([CH3:6])([CH3:7])[CH3:5])([CH3:3])[CH3:2] |f:1.2.3|. Procedure: To a solution of 2′,3′,5′-tris-O-(tert-butyl-dimethylsilyl)-8-(2-hydroxybiphenyl-4-ylmethylamino)-adenosine (0.85 g) in N,N-dimethylformamide (5.3 mL) was added potassium carbonate (0.44 g). Then 1-bromo-3-chloropropane (0.16 mL) was added, and the resulting mixture was stirred at 40° C. for 42 hours. The reaction mixture was partitioned between diethyl ether (45 mL) and water (10 mL). The organic layer was washed successively with water (10 mL×2), and brine (10 mL), dried over anhydrous sodium ... Reactants: C([O-])([O-])=O.[K+].[K+] (potassium carbonate), C(O)([O-])=O.[Na+] (sodium hydrogen carbonate), FC=1C(=C(CO)C(=C(C1)[N+](=O)[O-])F)N1CCN(CC1)CC1=CC=CC=C1 (3,6-difluoro-2-(4-benzyl-1-piperazinyl)-5-nitrobenzyl alcohol), S(O)(O)(=O)=O (sulfuric acid), S(O)(O)(=O)=O (sulfuric acid). Solvent: CO (methanol). Procedure: To a solution of 3,6-difluoro-2-(4-benzyl-1-piperazinyl)-5-nitrobenzyl alcohol (15.4 g) in methanol (400 ml) is added gradually conc. sulfuric acid (80 ml) with stirring under ice cooling. After the addition, the mixture is refluxed for 30 hours, and thereto is further added conc. sulfuric acid (10 ml), and the mixture is further refluxed for 20 hours. After cooling to room temperature, the reaction mixture is adjusted to below pH 8 with aqueous saturated potassium carbonate and aqueous saturate... Product: FC1=C(C=C(C(=C1COC)N1CCN(CC1)CC1=CC=CC=C1)F)[N+](=O)[O-] (2,5-difluoro-4-(4-benzyl-1-piperazinyl)-3-methoxymethylnitrobenzene). As a reaction SMILES: [F:1][C:2]1[C:3]([N:14]2[CH2:19][CH2:18][N:17]([CH2:20][C:21]3[CH:26]=[CH:25][CH:24]=[CH:23][CH:22]=3)[CH2:16][CH2:15]2)=[C:4]([C:7]([F:13])=[C:8]([N+:10]([O-:12])=[O:11])[CH:9]=1)[CH2:5][OH:6].S(=O)(=O)(O)O.[C:32](=O)([O-])[O-].[K+].[K+].C(=O)([O-])O.[Na+]>CO>[F:13][C:7]1[C:4]([CH2:5][O:6][CH3:32])=[C:3]([N:14]2[CH2:15][CH2:16][N:17]([CH2:20][C:21]3[CH:26]=[CH:25][CH:24]=[CH:23][CH:22]=3)[CH2:18][CH2:19]2)[C:2]([F:1])=[CH:9][C:8]=1[N+:10]([O-:12])=[O:11] |f:2.3.4,5.6|. Reactants: ClC1=C(C(=CC(=C1)CNC(=NC(CC1=CNC2=CC=C(C=C12)OC)=O)N)Cl)NC(C)=O (N-(2,6-Dichloro-4-{N′-[2-(5-methoxy-1H-indol-3-yl)-acetyl]-guanidinomethyl}-phenyl)-acetamide), ClC=1C=C(CN)C=C(C1N)Cl (3,5-dichloro-4-aminobenzylamine), ( B ), N1C=C(C2=CC=CC=C12)C(C(=O)O)C (2-(1H-indol-3-yl)propionic acid), ( A ), 404.03. The product is NC1=C(C=C(CNC(=NC(C(C)C2=CNC3=CC=CC=C23)=O)N)C=C1Cl)Cl (N-((4-amino-3,5-dichlorobenzyl amino)(amino)methylene)-2-(1H-indol-3-yl)propanamide). Reaction SMILES: [Cl:1][C:2]1[CH:7]=[C:6]([CH2:8][NH:9][C:10]([NH2:26])=[N:11][C:12](=[O:25])[CH2:13][C:14]2[C:22]3[C:17](=[CH:18][CH:19]=[C:20](OC)[CH:21]=3)[NH:16][CH:15]=2)[CH:5]=[C:4]([Cl:27])[C:3]=1[NH:28]C(=O)C.N1C2C(=CC=CC=2)C(C(C)C(O)=O)=[CH:33]1.ClC1C=C(C=C(Cl)C=1N)CN>>[NH2:28][C:3]1[C:4]([Cl:27])=[CH:5][C:6]([CH2:8][NH:9][C:10]([NH2:26])=[N:11][C:12](=[O:25])[CH:13]([C:14]2[C:22]3[C:17](=[CH:18][CH:19]=[CH:20][CH:21]=3)[NH:16][CH:15]=2)[CH3:33])=[CH:7][C:2]=1[Cl:1]. Procedure details: In a manner similar to that used in the preparation of the compound of example 2, but using 2-(1H-indol-3-yl)propionic acid in step 8 (A) and 3,5-dichloro-4-aminobenzylamine (preparation A) in step 8 (B), the title compound was prepared. MS (ESI) (M+H)+=404.03 1H-NMR (500 MHz, CD3OD) δ 7.55 (d, J=7.93 Hz, 1 H), 7.40 (d, J=7.93 Hz, 1 H), 7.28 (s, 1 H), 7.19 (s, 2 H), 7.12-7.17 (m, 1 H), 7.02-7.08 (m, 1 H), 4.31 (s, 2 H), 4.14 (m, 1 H), 1.63 (d, J=7.02 Hz, 3 H).